Dataset: the Open Reaction Database (ORD), a public repository of structured organic reaction records. Task: describe an organic reaction: reactants, conditions, products, and yield The reactants are FC=1C=C(C=CC1)NC1CCN(CC1)C(=O)OC(C)(C)C (1,1-Dimethylethyl 4-[(3-fluorophenyl)amino]-1-piperidinecarboxylate). The solvent is Cl (HCl), O1CCOCC1 (1,4-dioxane). Reaction conditions: time 8 hour. Product: FC=1C=C(C=CC1)NC1CCNCC1 (N-(3-Fluorophenyl)-4-piperidinamine). Yield: 87.6%. RXN SMILES: [F:1][C:2]1[CH:3]=[C:4]([NH:8][CH:9]2[CH2:14][CH2:13][N:12](C(OC(C)(C)C)=O)[CH2:11][CH2:10]2)[CH:5]=[CH:6][CH:7]=1>Cl.O1CCOCC1>[F:1][C:2]1[CH:3]=[C:4]([NH:8][CH:9]2[CH2:14][CH2:13][NH:12][CH2:11][CH2:10]2)[CH:5]=[CH:6][CH:7]=1. Reported procedure: A solution of 1,1-dimethylethyl 4-[(3-fluorophenyl)amino]-1-piperidinecarboxylate (D3) (2.30 g) in 2M HCl (5 ml) and 1,4-dioxane (40 ml) was heated at 70° C. with stirring overnight. On cooling, the solvent was removed in vacuo and the residue diluted with 2M NaOH solution and extracted with 9:1 EtOAc/tBuOH (×2). The organics were dried (MgSO4) and concentrated in vacuo to give the title compound as a yellow solid (1.33 g). δH (CDCl3, 250 MHz) 7.07 (1H, q), 6.33 (3H, m), 3.83 (1H, br s), 3.33 (1... The reactants are C(C)(C)(C)OC(NC[C@H]1NCCCC1)=O ((S)-1-piperidin-2-ylmethyl-carbamic acid tert butyl ester), FC1=CC=C(C=C1)C=1C(=NN(C1)C)C(=O)O (4-(4-fluoro-phenyl)-1-methyl-1H-pyrazol-3-yl carboxylic acid). The product is FC1=CC=C(C=C1)C=1C(=NN(C1)C)C(=O)N1[C@@H](CCCC1)CNC(O)=O (((S)-1-{1-[4-(4-Fluoro-phenyl)-1-methyl-1H-pyrazol-3-yl]-methanoyl}-piperidin-2-ylmethyl)-carbamic acid). Isolated yield 110.0%. RXN SMILES: C([O:5][C:6](=[O:15])[NH:7][CH2:8][C@@H:9]1[CH2:14][CH2:13][CH2:12][CH2:11][NH:10]1)(C)(C)C.[F:16][C:17]1[CH:22]=[CH:21][C:20]([C:23]2[C:24]([C:29](O)=[O:30])=[N:25][N:26]([CH3:28])[CH:27]=2)=[CH:19][CH:18]=1>>[F:16][C:17]1[CH:18]=[CH:19][C:20]([C:23]2[C:24]([C:29]([N:10]3[CH2:11][CH2:12][CH2:13][CH2:14][C@H:9]3[CH2:8][NH:7][C:6](=[O:15])[OH:5])=[O:30])=[N:25][N:26]([CH3:28])[CH:27]=2)=[CH:21][CH:22]=1. Procedure details: The title compound (3.96 g) was prepared from (S)-1-piperidin-2-ylmethyl-carbamic acid tert butyl ester (2.14 g) and 4-(4-fluoro-phenyl)-1-methyl-1H-pyrazol-3-yl carboxylic acid (2.20 g) according to the method of D40. Starting materials: NCCC1=CC=C(C=C1)C1=C(C2=C(S1)C=CC=C2)CC2=CC=C(C=C2)OCCN2CCCC2 (2-[4-(2-aminoethyl)phenyl]-3-[4-[2-(1-pyrrolidinyl)ethoxy]benzyl]benzo[b]thiophene), C(C1=CC=NC=C1)(=O)O (isonicotinic acid), C1CCC(CC1)N=C=NC2CCCCC2 (DCC). The solvent is ClCCl (dichloromethane). Reaction conditions: time 25 hour. The product is N1(CCCC1)CCOC1=CC=C(CC=2C3=C(SC2C2=CC=C(C=C2)CCNC(=O)C2=CC=NC=C2)C=CC=C3)C=C1 (3-[4-[2-(1-Pyrrolidinyl)ethoxy]benzyl]-2-[4-[2-(4-pyridinylcarbonylamino)ethyl]phenyl]benzo[b]thiophene). The yield is 33.0%. RXN SMILES: [NH2:1][CH2:2][CH2:3][C:4]1[CH:9]=[CH:8][C:7]([C:10]2[S:14][C:13]3[CH:15]=[CH:16][CH:17]=[CH:18][C:12]=3[C:11]=2[CH2:19][C:20]2[CH:25]=[CH:24][C:23]([O:26][CH2:27][CH2:28][N:29]3[CH2:33][CH2:32][CH2:31][CH2:30]3)=[CH:22][CH:21]=2)=[CH:6][CH:5]=1.[C:34](O)(=[O:41])[C:35]1[CH:40]=[CH:39][N:38]=[CH:37][CH:36]=1.C1CCC(N=C=NC2CCCCC2)CC1>ClCCl>[N:29]1([CH2:28][CH2:27][O:26][C:23]2[CH:22]=[CH:21][C:20]([CH2:19][C:11]3[C:12]4[CH:18]=[CH:17][CH:16]=[CH:15][C:13]=4[S:14][C:10]=3[C:7]3[CH:8]=[CH:9][C:4]([CH2:3][CH2:2][NH:1][C:34]([C:35]4[CH:40]=[CH:39][N:38]=[CH:37][CH:36]=4)=[O:41])=[CH:5][CH:6]=3)=[CH:25][CH:24]=2)[CH2:30][CH2:31][CH2:32][CH2:33]1. Procedure: A solution of 2-[4-(2-aminoethyl)phenyl]-3-[4-[2-(1-pyrrolidinyl)ethoxy]benzyl]benzo[b]thiophene (111 mg) in dichloromethane (3.0 mL) was treated isonicotinic acid (35 mg) and DCC (50 mg) sequentially and allowed to stir at ambient temperature for 25 h. The reaction mixture was then concentrated and fractionated by column chromatography with Et3N:MeOH:EtOAc (5:10:85) to afford the product (45 mg). The reactants are O=CC(=O)O, CCO, CC(C)OC(=O)NC1Cc2c(n(Cc3cccnc3N)c3ccc(C#N)cc23)C1, O. The product is CC(C)OC(=O)NC1Cc2c(n(Cc3cccnc3NCC(=O)O)c3ccc(C#N)cc23)C1. Reaction SMILES: [C:31]([CH:32]=[O:33])(=[O:34])[OH:35].[CH3:36][CH2:37][OH:38].[CH:1]([CH3:2])([CH3:3])[O:4][C:5]([NH:6][CH:7]1[CH2:8][c:9]2[c:10]([n:11]([CH2:20][c:21]3[c:22]([NH2:27])[n:23][cH:24][cH:25][cH:26]3)[c:12]3[cH:13][cH:14][c:15]([C:18]#[N:19])[cH:16][c:17]23)[CH2:28]1)=[O:29].[OH2:30]>>[CH:1]([CH3:2])([CH3:3])[O:4][C:5]([NH:6][CH:7]1[CH2:8][c:9]2[c:10]([n:11]([CH2:20][c:21]3[c:22]([NH:27][CH2:32][C:31](=[O:34])[OH:35])[n:23][cH:24][cH:25][cH:26]3)[c:12]3[cH:13][cH:14][c:15]([C:18]#[N:19])[cH:16][c:17]23)[CH2:28]1)=[O:29]. Starting materials: CN1C(N(C(C(=C1)[N+](=O)[O-])=O)C)=O (1,3-dimethyl-5-nitropyrimidine-2,4(1H,3H)-dione). Reagents/catalysts: [Pd] (Pd—C). Solvent: CO (methanol). Reaction conditions: time 2 hour. The product is NC=1C(N(C(N(C1)C)=O)C)=O (5-Amino-1,3-dimethylpyrimidine-2,4(1H,3H)-dione). Yield: 89.5%. Reaction SMILES: [CH3:1][N:2]1[CH:7]=[C:6]([N+:8]([O-])=O)[C:5](=[O:11])[N:4]([CH3:12])[C:3]1=[O:13]>CO.[Pd]>[NH2:8][C:6]1[C:5](=[O:11])[N:4]([CH3:12])[C:3](=[O:13])[N:2]([CH3:1])[CH:7]=1. Procedure details: To a stirred solution of 1,3-dimethyl-5-nitropyrimidine-2,4(1H,3H)-dione (2.0 g, 10.802 mmol) in methanol (200 mL), 10% Pd—C (0.500 g) was added under hydrogen atmosphere and the reaction mixture was stirred at room temperature for 2 h. Reaction mixture was filtered through a celite bed and washed with methanol. The filtrate was collected and concentrated under reduced pressure to give 1.5 g of the product. Starting materials: OC(C)C=1NC2=C(N1)C=CC=C2 (1-hydroxyethylbenzimidazole), [H-].[Na+] (sodium hydride), O (Water), CI (Methyl iodide). Solvent: CN(C=O)C (dimethylformamide). Run at time 30 minute. Yields the product COC(C)C=1NC2=C(N1)C=CC=C2 (1-methoxyethylbenzimidazole). Isolated yield 53.6%. As a reaction SMILES: [OH:1][CH:2]([C:4]1[NH:5][C:6]2[CH:12]=[CH:11][CH:10]=[CH:9][C:7]=2[N:8]=1)[CH3:3].[H-].[Na+].[CH3:15]I.O>CN(C)C=O>[CH3:15][O:1][CH:2]([C:4]1[NH:8][C:7]2[CH:9]=[CH:10][CH:11]=[CH:12][C:6]=2[N:5]=1)[CH3:3] |f:1.2|. Reported procedure: To a solution of 4.05 g of 1-hydroxyethylbenzimidazole in 25 ml of dimethylformamide was added 1.2 g of 50% sodium hydride in oil, and the mixture stirred for 30 minutes. Methyl iodide (3.55 g) was added and the reaction mixture stirred at room temperature overnight. Water (200 ml) was added and the product extracted with ethyl acetate. The extracts were combined, dried and concentrated to an oil which was chromatographed on 130 g of silica gel using 5% methanol in chloroform as the eluent to gi...